From a dataset of the Open Reaction Database (ORD), a public repository of structured organic reaction records. describe an organic reaction: reactants, conditions, products, and yield The reactants are C(C)OC(=O)[C@@H]1N(CCC1)C(CC1=CC(=CC=C1)O)=O ((R)-1-[2-(3-hydroxy-phenyl)-acetyl]-pyrrolidine-2-carboxylic acid ethyl ester), C([O-])([O-])=O.[K+].[K+] (potassium carbonate), ClCC=1N=C(OC1C)C1=CC=CC=C1 (4-chloromethyl-5-methyl-2-phenyl-oxazole). Run in CN(C)C=O (DMF). Reaction conditions: time 24 hour. Product: C(C)OC(=O)[C@@H]1N(CCC1)C(CC1=CC(=CC=C1)OCC=1N=C(OC1C)C1=CC=CC=C1)=O ((R)-1-{2-[3-(5-methyl-2-phenyl-oxazol-4-ylmethoxy)-phenyl]-acetyl}-pyrrolidine-2-carboxylic acid ethyl ester). RXN SMILES: [CH2:1]([O:3][C:4]([C@H:6]1[CH2:10][CH2:9][CH2:8][N:7]1[C:11](=[O:20])[CH2:12][C:13]1[CH:18]=[CH:17][CH:16]=[C:15]([OH:19])[CH:14]=1)=[O:5])[CH3:2].C(=O)([O-])[O-].[K+].[K+].Cl[CH2:28][C:29]1[N:30]=[C:31]([C:35]2[CH:40]=[CH:39][CH:38]=[CH:37][CH:36]=2)[O:32][C:33]=1[CH3:34]>CN(C=O)C>[CH2:1]([O:3][C:4]([C@H:6]1[CH2:10][CH2:9][CH2:8][N:7]1[C:11](=[O:20])[CH2:12][C:13]1[CH:18]=[CH:17][CH:16]=[C:15]([O:19][CH2:28][C:29]2[N:30]=[C:31]([C:35]3[CH:40]=[CH:39][CH:38]=[CH:37][CH:36]=3)[O:32][C:33]=2[CH3:34])[CH:14]=1)=[O:5])[CH3:2] |f:1.2.3|. Procedure: To a solution of the title A compound, (R)-1-[2-(3-hydroxy-phenyl)-acetyl]-pyrrolidine-2-carboxylic acid ethyl ester (1.0 g, 3.61 mmol) in 10 mL DMF is added potassium carbonate (0.60 g, 4.33 mmol) followed by 4-chloromethyl-5-methyl-2-phenyl-oxazole (0.75 g, 3.61 mmol). The mixture is stirred for 24 h at RT, and partitioned between ethyl acetate and water. The organic layer is separated and washed with brine, dried over anhydrous sodium sulfate, concentrated and purified by flash chromatography... Reactants: CC(C)(C)N(C(=O)[O-])c1sc(-c2c(F)cccc2F)nc1C(=O)Nc1cnn(C2CCNC2)c1, CS(C)=O. Product: Nc1sc(-c2c(F)cccc2F)nc1C(=O)Nc1cnn(C2CCNC2)c1. Reaction SMILES: [C:1]([N:5]([C:2](=[O:3])[O-:4])[c:9]1[c:10]([C:22]([NH:23][c:24]2[cH:25][n:26][n:27]([CH:29]3[CH2:30][NH:31][CH2:32][CH2:33]3)[cH:28]2)=[O:34])[n:11][c:12](-[c:14]2[c:15]([F:21])[cH:16][cH:17][cH:18][c:19]2[F:20])[s:13]1)([CH3:6])([CH3:7])[CH3:8].[CH3:35][S:36]([CH3:37])=[O:38]>>[NH2:5][c:9]1[c:10]([C:22]([NH:23][c:24]2[cH:25][n:26][n:27]([CH:29]3[CH2:30][NH:31][CH2:32][CH2:33]3)[cH:28]2)=[O:34])[n:11][c:12](-[c:14]2[c:15]([F:21])[cH:16][cH:17][cH:18][c:19]2[F:20])[s:13]1.